This data is from the Open Reaction Database (ORD), a public repository of structured organic reaction records. The task is: describe an organic reaction: reactants, conditions, products, and yield RXN SMILES: [Br:1][C:2]1[CH:3]=[C:4]([SH:8])[CH:5]=[CH:6][CH:7]=1.[CH3:9][O-].[Na+].CI.[OH-].[Na+]>CO>[Br:1][C:2]1[CH:3]=[C:4]([S:8][CH3:9])[CH:5]=[CH:6][CH:7]=1 |f:1.2,4.5|. Conditions: time 30 minute. Reported procedure: 3-bromobenzenethiol (5 g, 26.44 mmol) was added to a solution of sodium methoxide (1.43 g, 26.48 mmol) in 20 ml of anhydrous methanol. The mixture was stirred for 30 min under nitrogen at room temperature and a solution of methyl iodide (4.51 g, 31.77 mmol) in 20 ml anhydrous methanol was then added. The reaction mixture was stirred overnight at room temperature, poured into 2 M aqueous NaOH solution (30 ml) and extracted three times with ether (60 ml×3). The combined organic layer was washed wi... The reactants are CI (methyl iodide), [OH-].[Na+] (NaOH), Ar—H, BrC=1C=C(C=CC1)S (3-bromobenzenethiol), C[O-].[Na+] (sodium methoxide). The solvent is CO (methanol), CO (methanol). The product is BrC=1C=C(C=CC1)SC (3-bromothioanisole). Starting materials: C(C)(C)(C)OC(=O)N1CCN(CC1)C=1C=NC(=CC1)NC=1N=CC2=C(N1)N(C(C(=C2)F)=O)C2CCCC2 (4-[6-(8-cyclopentyl-6-fluoro-7-oxo-7,8-dihydro-pyrido[2,3-d]pyrimidin-2-ylamino)-pyridin-3-yl]-piperazine-1-carboxylic acid tert-butyl ester), [H-].[Na+] (Sodium hydride), oil, CC(CO)C (2-methyl-1-propanol). Solvent: CCCCCC (hexane). Reaction conditions: temperature 95 celsius. The product is C(C)(C)(C)OC(=O)N1CCN(CC1)C=1C=NC(=CC1)NC=1N=CC2=C(N1)N(C(C(=C2)OCC(C)C)=O)C2CCCC2 (4-[6-(8-cyclopentyl-6-isobutoxy-7-oxo-7,8-dihydro-pyrido[2,3-d]pyrimidin-2-ylamino)-pyridin-3-yl]-piperazine-1-carboxylic acid tert-butyl ester). Yield: 37.0%. Reaction SMILES: [H-].[Na+].[CH3:3][CH:4]([CH3:7])[CH2:5][OH:6].[C:8]([O:12][C:13]([N:15]1[CH2:20][CH2:19][N:18]([C:21]2[CH:22]=[N:23][C:24]([NH:27][C:28]3[N:29]=[CH:30][C:31]4[CH:37]=[C:36](F)[C:35](=[O:39])[N:34]([CH:40]5[CH2:44][CH2:43][CH2:42][CH2:41]5)[C:32]=4[N:33]=3)=[CH:25][CH:26]=2)[CH2:17][CH2:16]1)=[O:14])([CH3:11])([CH3:10])[CH3:9]>CCCCCC>[C:8]([O:12][C:13]([N:15]1[CH2:16][CH2:17][N:18]([C:21]2[CH:22]=[N:23][C:24]([NH:27][C:28]3[N:29]=[CH:30][C:31]4[CH:37]=[C:36]([O:6][CH2:5][CH:4]([CH3:7])[CH3:3])[C:35](=[O:39])[N:34]([CH:40]5[CH2:41][CH2:42][CH2:43][CH2:44]5)[C:32]=4[N:33]=3)=[CH:25][CH:26]=2)[CH2:19][CH2:20]1)=[O:14])([CH3:11])([CH3:9])[CH3:10] |f:0.1|. Procedure details: 60% Sodium hydride in oil (0.182 g, 4.4 mmol) was washed with hexane and added to 2-methyl-1-propanol (10 ml). This mixture effervesced and formed a solution. To this solution was added 4-[6-(8-cyclopentyl-6-fluoro-7-oxo-7,8-dihydro-pyrido[2,3-d]pyrimidin-2-ylamino)-pyridin-3-yl]-piperazine-1-carboxylic acid tert-butyl ester (0.225 g, 0.44 mmol, prepared as in Example 17) and the mixture was heated at 95° C. for 72 hours. The solvents were evaporated, and the residue was dissolved in diethyl eth... The reactants are CCOC(C)=O, C=O, CCCCCC, CC12CCC(=O)C=C1CCC1C2CCC2(C)C(=O)CC(O)C12, OCCN(CCO)CCO, Sc1ccccc1. The product is CC12CCC(=O)C(CSc3ccccc3)=C1CCC1C2CCC2(C)C(=O)CC(O)C12. Reaction SMILES: [C:32]([O:33][CH2:34][CH3:35])(=[O:36])[CH3:37].[CH2:30]=[O:31].[CH3:38][CH2:39][CH2:40][CH2:41][CH2:42][CH3:43].[OH:1][CH:2]1[CH2:3][C:4](=[O:22])[C:5]2([CH3:6])[CH:7]1[CH:8]1[CH2:9][CH2:10][C:11]3=[CH:12][C:13](=[O:21])[CH2:14][CH2:15][C:16]3([CH3:17])[CH:18]1[CH2:19][CH2:20]2.[OH:44][CH2:45][CH2:46][N:47]([CH2:48][CH2:49][OH:50])[CH2:51][CH2:52][OH:53].[SH:23][c:24]1[cH:25][cH:26][cH:27][cH:28][cH:29]1>>[OH:1][CH:2]1[CH2:3][C:4](=[O:22])[C:5]2([CH3:6])[CH:7]1[CH:8]1[CH2:9][CH2:10][C:11]3=[C:12]([CH2:32][S:23][c:24]4[cH:25][cH:26][cH:27][cH:28][cH:29]4)[C:13](=[O:21])[CH2:14][CH2:15][C:16]3([CH3:17])[CH:18]1[CH2:19][CH2:20]2. Reactants: BrC1=C2C=NNC2=CC(=C1)C(F)(F)F (4-bromo-6-(trifluoromethyl)-1H-indazole), CC1(OB(OC1(C)C)C=1C=NN(C1)CC(=O)OCC)C (ethyl 2-(4-(4,4,5,5-tetramethyl-1,3,2-dioxaborolan-2-yl)-1H-pyrazol-1-yl)acetate), C(=O)(O)[O-].[Na+] (NaHCO3). The reagents and catalysts are C1=CC=C(C=C1)P([C-]2C=CC=C2)C3=CC=CC=C3.C1=CC=C(C=C1)P([C-]2C=CC=C2)C3=CC=CC=C3.Cl[Pd]Cl.[Fe+2] (PdCl2(dppf)). The solvent is O1CCOCC1 (dioxane). Reaction conditions: temperature 140 celsius. Product: C(=O)(C(F)(F)F)O (TFA), FC(C1=CC(=C2C=NNC2=C1)C=1C=NN(C1)CC(=O)OCC)(F)F (ethyl 2-(4-(6-(trifluoromethyl)-1H-indazol-4-yl)-1H-pyrazol-1-yl)acetate). The yield is 37.0%. As a reaction SMILES: Br[C:2]1[CH:10]=[C:9]([C:11]([F:14])([F:13])[F:12])[CH:8]=[C:7]2[C:3]=1[CH:4]=[N:5][NH:6]2.CC1(C)C(C)(C)OB([C:23]2[CH:24]=[N:25][N:26]([CH2:28][C:29]([O:31][CH2:32][CH3:33])=[O:30])[CH:27]=2)O1.[C:35]([O-:38])(O)=[O:36].[Na+]>O1CCOCC1.C1C=CC(P(C2C=CC=CC=2)[C-]2C=CC=C2)=CC=1.C1C=CC(P(C2C=CC=CC=2)[C-]2C=CC=C2)=CC=1.Cl[Pd]Cl.[Fe+2]>[C:35]([OH:38])([C:11]([F:14])([F:13])[F:12])=[O:36].[F:12][C:11]([F:14])([F:13])[C:9]1[CH:8]=[C:7]2[C:3]([CH:4]=[N:5][NH:6]2)=[C:2]([C:23]2[CH:24]=[N:25][N:26]([CH2:28][C:29]([O:31][CH2:32][CH3:33])=[O:30])[CH:27]=2)[CH:10]=1 |f:2.3,5.6.7.8|. Reported procedure: A vial was charged with a mixture of 4-bromo-6-(trifluoromethyl)-1H-indazole (0.3 g, 1.132 mmol), ethyl 2-(4-(4,4,5,5-tetramethyl-1,3,2-dioxaborolan-2-yl)-1H-pyrazol-1-yl)acetate (0.349 g, 1.245 mmol) and PdCl2(dppf) (0.041 g, 0.057 mmol) in dioxane (10 mL) and aqueous saturated NaHCO3 (3 mL). The resulting light brown suspension was heated at 140° C. for 45 minutes in a microwave reactor. The reaction mixture was subsequently concentrated and the crude residue was purified by preparative HPLC, ... Reactants: C(CCC)OC1=C(C=C(C(=N1)C(=O)C1=CC=C(C=C1)C1=C(C=CC=C1)C=1N=NN(N1)C(C1=CC=CC=C1)(C1=CC=CC=C1)C1=CC=CC=C1)C(=O)OCC)C(=O)OCC (Diethyl 6-butoxy-2-[2'-(2-triphenylmethyl-tetrazol-5-yl)biphenyl-4-carbonyl]-pyridine-3,5-dicarboxylate). Reagents/catalysts: Cl (hydrochloric acid). The solvent is CO (methanol), O (water). Run at temperature 20 celsius, time 3 hour. The product is C(CCC)OC1=C(C=C(C(=N1)C(=O)C1=CC=C(C=C1)C1=C(C=CC=C1)C1=NN=NN1)C(=O)OCC)C(=O)OCC (Diethyl 6-butoxy-2-[2'-(1H-tetrazol-5-yl)-biphenyl-4-carbonyl]pyridine-3,5-dicarboxylate). Yield: 73.1%. As a reaction SMILES: [CH2:1]([O:5][C:6]1[N:11]=[C:10]([C:12]([C:14]2[CH:19]=[CH:18][C:17]([C:20]3[CH:25]=[CH:24][CH:23]=[CH:22][C:21]=3[C:26]3[N:27]=[N:28][N:29](C(C4C=CC=CC=4)(C4C=CC=CC=4)C4C=CC=CC=4)[N:30]=3)=[CH:16][CH:15]=2)=[O:13])[C:9]([C:50]([O:52][CH2:53][CH3:54])=[O:51])=[CH:8][C:7]=1[C:55]([O:57][CH2:58][CH3:59])=[O:56])[CH2:2][CH2:3][CH3:4]>Cl.CO.O>[CH2:1]([O:5][C:6]1[N:11]=[C:10]([C:12]([C:14]2[CH:15]=[CH:16][C:17]([C:20]3[CH:25]=[CH:24][CH:23]=[CH:22][C:21]=3[C:26]3[NH:30][N:29]=[N:28][N:27]=3)=[CH:18][CH:19]=2)=[O:13])[C:9]([C:50]([O:52][CH2:53][CH3:54])=[O:51])=[CH:8][C:7]=1[C:55]([O:57][CH2:58][CH3:59])=[O:56])[CH2:2][CH2:3][CH3:4]. Procedure details: One drop of concentrated hydrochloric acid is added to a solution of 30 mg (0.04 mmol) of the compound from Example 1 in 2 ml of methanol and the mixture is stirred at 20° C. for 3 hours. The reaction mixture is diluted with water and washed three times with ethyl acetate, the combined organic phases are washed with water and sodium chloride solution, dried over sodium sulphate and concentrated and the residue is chromatographed over 25 g of silica gel using methylene chloride/methanol 10:1 to g... Reactants: C1CCOC1, CCOC(C)=O, [H][H], CC(C)(C)OC(=O)Nc1ccc(-c2cccs2)cc1NC(=O)c1ccc([N+](=O)[O-])cc1. The product is CC(C)(C)OC(=O)Nc1ccc(-c2cccs2)cc1NC(=O)c1ccc(N)cc1. Reaction SMILES: [CH2:40]1[O:41][CH2:42][CH2:43][CH2:44]1.[CH3:34][CH2:35][O:36][C:37]([CH3:38])=[O:39].[H:32][H:33].[N+:1]([O-:2])(=[O:3])[c:4]1[cH:5][cH:6][c:7]([C:8](=[O:9])[NH:10][c:11]2[c:12]([NH:22][C:23]([O:24][C:25]([CH3:26])([CH3:27])[CH3:28])=[O:29])[cH:13][cH:14][c:15](-[c:17]3[s:18][cH:19][cH:20][cH:21]3)[cH:16]2)[cH:30][cH:31]1>>[NH2:1][c:4]1[cH:5][cH:6][c:7]([C:8](=[O:9])[NH:10][c:11]2[c:12]([NH:22][C:23]([O:24][C:25]([CH3:26])([CH3:27])[CH3:28])=[O:29])[cH:13][cH:14][c:15](-[c:17]3[s:18][cH:19][cH:20][cH:21]3)[cH:16]2)[cH:30][cH:31]1. The reactants are C1COCCO1, CCOC(=O)CN1C(=O)COc2cc(F)c([N+](=O)[O-])cc21, [Na+], [OH-], O. Yields the product O=C(O)CN1C(=O)COc2cc(F)c([N+](=O)[O-])cc21. RXN SMILES: [CH2:25]1[O:26][CH2:27][CH2:28][O:29][CH2:30]1.[CH2:4]([CH3:5])[O:6][C:7](=[O:8])[CH2:9][N:10]1[C:11](=[O:24])[CH2:12][O:13][c:14]2[c:15]1[cH:16][c:17]([N+:21](=[O:22])[O-:23])[c:18]([F:20])[cH:19]2.[Na+:2].[OH-:1].[OH2:3]>>[O:6]=[C:7]([OH:8])[CH2:9][N:10]1[C:11](=[O:24])[CH2:12][O:13][c:14]2[c:15]1[cH:16][c:17]([N+:21](=[O:22])[O-:23])[c:18]([F:20])[cH:19]2.